From a dataset of the Open Reaction Database (ORD), a public repository of structured organic reaction records. describe an organic reaction: reactants, conditions, products, and yield The reactants are Brc1ccccc1-c1ncc[nH]1, C1CCOC1, C[Si](C)(C)CCOCCl, [H-], [Na+], CN(C)C=O. Yields the product C[Si](C)(C)CCOCn1ccnc1-c1ccccc1Br. RXN SMILES: [Br:1][c:2]1[c:3](-[c:8]2[nH:9][cH:10][cH:11][n:12]2)[cH:4][cH:5][cH:6][cH:7]1.[CH2:29]1[O:30][CH2:31][CH2:32][CH2:33]1.[CH3:20][Si:21]([CH2:22][CH2:23][O:24][CH2:25][Cl:26])([CH3:27])[CH3:28].[H-:18].[Na+:19].[O:13]=[CH:14][N:15]([CH3:16])[CH3:17]>>[Br:1][c:2]1[c:3](-[c:8]2[n:9][cH:10][cH:11][n:12]2[CH2:25][O:24][CH2:23][CH2:22][Si:21]([CH3:20])([CH3:27])[CH3:28])[cH:4][cH:5][cH:6][cH:7]1. Product: Clc1ccc(C23CCCCC2CNC3)cc1Cl. Reactants: B, C1CCOC1, O=C1NCC2CCCCC12c1ccc(Cl)c(Cl)c1, Cl. RXN SMILES: [BH3:19].[CH2:21]1[O:22][CH2:23][CH2:24][CH2:25]1.[Cl:1][c:2]1[cH:3][c:4]([C:9]23[CH2:10][CH2:11][CH2:12][CH2:13][CH:14]2[CH2:15][NH:16][C:17]3=[O:18])[cH:5][cH:6][c:7]1[Cl:8].[ClH:20]>>[Cl:1][c:2]1[cH:3][c:4]([C:9]23[CH2:10][CH2:11][CH2:12][CH2:13][CH:14]2[CH2:15][NH:16][CH2:17]3)[cH:5][cH:6][c:7]1[Cl:8]. Starting materials: OC1=CC=C(C=C1)B(O)O (4-hydroxybenzene boronic acid), ClC1=NC=C(C=N1)Cl (2,5-dichloro-pyrimidine). The product is ClC=1C=NC(=NC1)C1=CC=C(C=C1)O (4-(5-Chloro-pyrimidin-2-yl)-phenol). Isolated yield 29.0%. Reaction SMILES: [OH:1][C:2]1[CH:7]=[CH:6][C:5](B(O)O)=[CH:4][CH:3]=1.Cl[C:12]1[N:17]=[CH:16][C:15]([Cl:18])=[CH:14][N:13]=1>>[Cl:18][C:15]1[CH:14]=[N:13][C:12]([C:5]2[CH:6]=[CH:7][C:2]([OH:1])=[CH:3][CH:4]=2)=[N:17][CH:16]=1. Procedure: The title compound was prepared according to the method described for Preparation 17 using 4-hydroxybenzene boronic acid and 2,5-dichloro-pyrimidine to afford the title compound as a pale yellow solid (1.91 g, 29%) Starting materials: CC(C)(C)OC(=O)CN, C1COCCO1, CCN(C(C)C)C(C)C, CCOC(=O)C1=C(O)c2cccc(Cl)c2C(C)(C)C1=O, Cl, O. Yields the product CC(C)(C)OC(=O)CNC(=O)C1=C(O)c2cccc(Cl)c2C(C)(C)C1=O. Reaction SMILES: [C:22]([CH3:23])([CH3:24])([CH3:25])[O:26][C:27]([CH2:28][NH2:29])=[O:30].[CH2:40]1[O:41][CH2:42][CH2:43][O:44][CH2:45]1.[CH:31]([N:32]([CH2:33][CH3:34])[CH:35]([CH3:36])[CH3:37])([CH3:38])[CH3:39].[Cl:1][c:2]1[cH:3][cH:4][cH:5][c:6]2[c:11]1[C:10]([CH3:12])([CH3:13])[C:9](=[O:14])[C:8]([C:15](=[O:16])[O:17][CH2:18][CH3:19])=[C:7]2[OH:20].[ClH:21].[OH2:46]>>[Cl:1][c:2]1[cH:3][cH:4][cH:5][c:6]2[c:11]1[C:10]([CH3:12])([CH3:13])[C:9](=[O:14])[C:8]([C:15](=[O:16])[NH:29][CH2:28][C:27]([O:26][C:22]([CH3:23])([CH3:24])[CH3:25])=[O:30])=[C:7]2[OH:20]. The product is CC1CC(c2ncc3ncc(-c4ccccc4)c-3[nH]2)CC(c2ccccc2)N1, Cl, O. Reactants: CC1CC(c2ncc3ncc(-c4ccccc4)c-3[nH]2)CC(c2ccccc2)N1, CO, Cl. RXN SMILES: [CH3:1][CH:2]1[NH:3][CH:4]([c:23]2[cH:24][cH:25][cH:26][cH:27][cH:28]2)[CH2:5][CH:6]([c:8]2[n:9][cH:10][c:11]3[n:16][cH:15][c:14](-[c:17]4[cH:18][cH:19][cH:20][cH:21][cH:22]4)[c:12]-3[nH:13]2)[CH2:7]1.[CH3:30][OH:31].[ClH:29]>>[CH3:1][CH:2]1[NH:3][CH:4]([c:23]2[cH:24][cH:25][cH:26][cH:27][cH:28]2)[CH2:5][CH:6]([c:8]2[n:9][cH:10][c:11]3[n:16][cH:15][c:14](-[c:17]4[cH:18][cH:19][cH:20][cH:21][cH:22]4)[c:12]-3[nH:13]2)[CH2:7]1.[ClH:29].[OH2:31]. The reactants are ClCC1=CC=C(C(C=O)=C1)O (5-chloromethylsalicylaldehyde), [N+](=O)(O)[O-] (nitric acid). The solvent is C(C)(=O)O (acetic acid), C(C)(=O)O (acetic acid). Run at temperature 30 celsius, time 2 hour. Product: ClCC1=CC(=C(C(C=O)=C1)O)[N+](=O)[O-] (5-chloromethyl-3-nitrosalicylaldehyde). Isolated yield 53.0%. RXN SMILES: [Cl:1][CH2:2][C:3]1[CH:10]=[C:7]([CH:8]=[O:9])[C:6]([OH:11])=[CH:5][CH:4]=1.[N+:12]([O-])([OH:14])=[O:13]>C(O)(=O)C>[Cl:1][CH2:2][C:3]1[CH:10]=[C:7]([CH:8]=[O:9])[C:6]([OH:11])=[C:5]([N+:12]([O-:14])=[O:13])[CH:4]=1. Procedure: 179 g. (0.01 mole) of 5-chloromethylsalicylaldehyde, prepared according to Angyal, S. J. et al, J. Chem. Soc. 1950, 2145, was dissolved in 20 ml. of glacial acetic acid. To this solution there was added a solution of 0.63 g. fuming nitric acid in 10 ml. glacial acetic acid over 30 minutes, keeping the mixture at 30° C., followed by stirring at 30° C. for 2 hours. The solution was then poured over ice to give a precipitate which was crystallized from methylene chloride giving the title product. A... The reactants are [Li+].[OH-] (LiOH), C(C)OC(=O)C1CCN(CC1)C1CCN(CCC1)C(=O)OCC (Ethyl 4-[4-(ethoxycarbonyl)piperidin-1-yl]azepane-1-carboxylate), Cl (hydrochloric acid). The solvent is C1CCOC1 (THF). Conditions: time 5 day. The product is C(C)OC(=O)N1CCC(CCC1)N1CCC(CC1)C(=O)O (1-(1-(ethoxycarbonyl)azepan-4-yl)piperidine-4-carboxylic acid). Yield: 147.9%. RXN SMILES: C([O:3][C:4]([CH:6]1[CH2:11][CH2:10][N:9]([CH:12]2[CH2:18][CH2:17][CH2:16][N:15]([C:19]([O:21][CH2:22][CH3:23])=[O:20])[CH2:14][CH2:13]2)[CH2:8][CH2:7]1)=[O:5])C.[Li+].[OH-].Cl>C1COCC1>[CH2:22]([O:21][C:19]([N:15]1[CH2:16][CH2:17][CH2:18][CH:12]([N:9]2[CH2:10][CH2:11][CH:6]([C:4]([OH:5])=[O:3])[CH2:7][CH2:8]2)[CH2:13][CH2:14]1)=[O:20])[CH3:23] |f:1.2|. Reported procedure: Ethyl 4-[4-(ethoxycarbonyl)piperidin-1-yl]azepane-1-carboxylate (1.10 g, 3.4 mmol) was dissolved in THF (60 mL) at rt and 1M LiOH sol. (10 mL) was added. The reaction mixture was stirred at rt for 5 d. The pH was carefully adjusted to pH 6 by addition of concentrated hydrochloric acid, the solvents were removed in vacuo, to give 1-(1-(ethoxycarbonyl)azepan-4-yl)piperidine-4-carboxylic acid (1.5 g) as a viscous pale yellow oil, Intermediate 2, which was used crude in subsequent reactions.